From a dataset of the Open Reaction Database (ORD), a public repository of structured organic reaction records. describe an organic reaction: reactants, conditions, products, and yield Reactants: [Al+3], CC(Br)C(=O)Br, [Cl-], [Cl-], [Cl-], S=C=S, O=c1[nH]c2ccccc2s1. The product is CC(Br)C(=O)c1ccc2sc(=O)[nH]c2c1. As a reaction SMILES: [Al+3:2].[Br:5][CH:6]([C:7](=[O:8])[Br:9])[CH3:10].[Cl-:1].[Cl-:3].[Cl-:4].[S:21]=[C:22]=[S:23].[s:11]1[c:12](=[O:20])[nH:13][c:14]2[c:15]1[cH:16][cH:17][cH:18][cH:19]2>>[Br:5][CH:6]([C:7](=[O:8])[c:18]1[cH:17][cH:16][c:15]2[s:11][c:12](=[O:20])[nH:13][c:14]2[cH:19]1)[CH3:10].